From a dataset of the Open Reaction Database (ORD), a public repository of structured organic reaction records. describe an organic reaction: reactants, conditions, products, and yield Starting materials: CC(C)(C)OC(=O)N1CCC(Cc2n[nH]c(=O)n2-c2ccc(Br)cc2)C1, Cl, C1COCCO1. Product: O=c1[nH]nc(CC2CCNC2)n1-c1ccc(Br)cc1, Cl. As a reaction SMILES: [Br:1][c:2]1[cH:3][cH:4][c:5](-[n:8]2[c:9]([CH2:14][CH:15]3[CH2:16][N:17]([C:20]([O:21][C:22]([CH3:23])([CH3:24])[CH3:25])=[O:26])[CH2:18][CH2:19]3)[n:10][nH:11][c:12]2=[O:13])[cH:6][cH:7]1.[ClH:33].[O:27]1[CH2:28][CH2:29][O:30][CH2:31][CH2:32]1>>[Br:1][c:2]1[cH:3][cH:4][c:5](-[n:8]2[c:9]([CH2:14][CH:15]3[CH2:16][NH:17][CH2:18][CH2:19]3)[n:10][nH:11][c:12]2=[O:13])[cH:6][cH:7]1.[ClH:33]. Reactants: ClC1=CC=C(C=C1)C(C(OC)OC)C1CC1 (1-[1-(p-chlorophenyl)-2,2-dimethoxyethyl]cyclopropane). The solvent is C1(=CC=CC=C1)C (toluene). Yields the product ClC1=CC=C(C=C1)C(=COC)C1CC1 (1-[1-(p-Chlorophenyl)-2-methoxyvinyl]cyclopropane). The yield is 95.8%. RXN SMILES: [Cl:1][C:2]1[CH:7]=[CH:6][C:5]([CH:8]([CH:14]2[CH2:16][CH2:15]2)[CH:9](OC)[O:10][CH3:11])=[CH:4][CH:3]=1>C1(C)C=CC=CC=1>[Cl:1][C:2]1[CH:3]=[CH:4][C:5]([C:8]([CH:14]2[CH2:16][CH2:15]2)=[CH:9][O:10][CH3:11])=[CH:6][CH:7]=1. Procedure details: Water is azeotropically removed from a solution of p-toluenesulfonic acid monohydrate in toluene (150 g) until the distillate is clear. A solution of 1-[1-(p-chlorophenyl)-2,2-dimethoxyethyl]cyclopropane (24.7 g, 0.1 mol) in toluene is then added to the dried solution at 100° C. The resultant reaction mixture is refluxed for one hour, distilled to remove about 80 g of toluene/methanol, cooled to room temperature, treated with sodium carbonate (1 g), and poured into a saturated bicarbonate soluti... Starting materials: Cl.CS(=O)(=O)N(CCN1C(C2=CC=CC=C2C1=O)=O)C1=C(C=CC=C1)C1CCNCC1 (2-{2-[(Methylsulfonyl)(2-(4-piperidyl)phenyl)amino]ethyl}isoindoline-1,3-dione hydrochloride), C1=CC2=C(N=C1)N(N=N2)O (HOAT), C(CCl)Cl (EDC), CCN(C(C)C)C(C)C (DIEA), N([C@H](CC1=CC=C(C=C1)Cl)C(=O)O)C(=O)OC(C)(C)C (Boc-p-Cl-D-PheOH). Solvent: CN(C)C=O (DMF). Product: O=C1N(C(C2=CC=CC=C12)=O)CCN(C1=C(C=CC=C1)C1CCN(CC1)C([C@@H](CC1=CC=C(C=C1)Cl)NC(=O)OC(C)(C)C)=O)S(=O)(=O)C (N-{(1R)-2-[4-(2-{[2-(1,3-Dioxoisoindolin-2-yl)ethyl](methylsulfonyl)-amino)phenyl)-piperidyl]-1-[(4-chlorophenyl)methyl]-2-oxoethyl}(tert-butoxy)carboxamide). Yield: 92.1%. Reaction SMILES: Cl.[CH3:2][S:3]([N:6]([C:20]1[CH:25]=[CH:24][CH:23]=[CH:22][C:21]=1[CH:26]1[CH2:31][CH2:30][NH:29][CH2:28][CH2:27]1)[CH2:7][CH2:8][N:9]1[C:17](=[O:18])[C:16]2[C:11](=[CH:12][CH:13]=[CH:14][CH:15]=2)[C:10]1=[O:19])(=[O:5])=[O:4].CCN(C(C)C)C(C)C.[NH:41]([C:54]([O:56][C:57]([CH3:60])([CH3:59])[CH3:58])=[O:55])[C@@H:42]([C:51](O)=[O:52])[CH2:43][C:44]1[CH:49]=[CH:48][C:47]([Cl:50])=[CH:46][CH:45]=1.C1C=NC2N(O)N=NC=2C=1.C(Cl)CCl>CN(C=O)C>[O:19]=[C:10]1[C:11]2[C:16](=[CH:15][CH:14]=[CH:13][CH:12]=2)[C:17](=[O:18])[N:9]1[CH2:8][CH2:7][N:6]([S:3]([CH3:2])(=[O:4])=[O:5])[C:20]1[CH:25]=[CH:24][CH:23]=[CH:22][C:21]=1[CH:26]1[CH2:31][CH2:30][N:29]([C:51](=[O:52])[C@H:42]([NH:41][C:54]([O:56][C:57]([CH3:59])([CH3:58])[CH3:60])=[O:55])[CH2:43][C:44]2[CH:45]=[CH:46][C:47]([Cl:50])=[CH:48][CH:49]=2)[CH2:28][CH2:27]1 |f:0.1|. Reported procedure: The title compound was prepared according to the procedure described in Example 1, (Step f) from 2-(2-[(methylsulfonyl)(2-(4-piperidyl)phenyl)amino]ethyl) isoindoline-1,3-dione hydrochloride (Step b) (1.28 g, 2.8 mmol), DIEA (0.54 mL, 3.0 mmol), Boc-p-Cl-D-PheOH (PepTech Corporation) (1.36 g, 4.5 mmol), HOAT (Aldrich) (0.615 g, 4.5 mmol) and EDC (Aldrich) (0.864 g, 4.5 mmol) in DMF (15 mL). Purification by silica gel chromatography (1:1 hexane:EtOAc) provided the title compound as a white foam (... Yields the product C=CCN(C(C)c1ccccc1)C(c1ccccc1)C(C)C(=O)OC(C)(C)C. RXN SMILES: [CH2:13]([CH:14]=[CH2:15])[N:16]([CH:17]([CH2:18][C:19](=[O:20])[O:21][C:22]([CH3:23])([CH3:24])[CH3:25])[c:26]1[cH:27][cH:28][cH:29][cH:30][cH:31]1)[CH:32]([c:33]1[cH:34][cH:35][cH:36][cH:37][cH:38]1)[CH3:39].[CH3:40][I:41].[CH:1]([NH:2][CH:3]([CH3:4])[CH3:5])([CH3:6])[CH3:7].[Li:8][CH2:9][CH2:10][CH2:11][CH3:12].[O:42]1[CH2:43][CH2:44][CH2:45][CH2:46]1>>[CH3:1][CH:18]([CH:17]([N:16]([CH2:13][CH:14]=[CH2:15])[CH:32]([c:33]1[cH:34][cH:35][cH:36][cH:37][cH:38]1)[CH3:39])[c:26]1[cH:27][cH:28][cH:29][cH:30][cH:31]1)[C:19](=[O:20])[O:21][C:22]([CH3:23])([CH3:24])[CH3:25]. The reactants are C=CCN(C(C)c1ccccc1)C(CC(=O)OC(C)(C)C)c1ccccc1, CI, CC(C)NC(C)C, [Li]CCCC, C1CCOC1.